Dataset: the Open Reaction Database (ORD), a public repository of structured organic reaction records. Task: describe an organic reaction: reactants, conditions, products, and yield Starting materials: O=C([O-])[O-], CCI, CCn1cc(F)c(=O)n(CC)c1=O, CC(C)=O, O=c1[nH]cc(F)c(=O)[nH]1, [K+], [K+]. The product is CCn1cc(F)c(=O)[nH]c1=O. As a reaction SMILES: [C:13](=[O:14])([O-:15])[O-:16].[CH2:10]([I:11])[CH3:12].[CH2:19]([CH3:20])[n:21]1[c:22](=[O:23])[n:24]([CH2:30][CH3:31])[c:25](=[O:26])[c:27]([F:29])[cH:28]1.[CH3:32][C:33](=[O:34])[CH3:35].[F:1][c:2]1[c:3](=[O:4])[nH:5][c:6](=[O:7])[nH:8][cH:9]1.[K+:17].[K+:18]>>[CH2:19]([CH3:20])[n:21]1[c:22](=[O:23])[nH:24][c:25](=[O:26])[c:27]([F:29])[cH:28]1. The reactants are CCCCNc1nc(C(F)(F)F)ccc1C=C(Br)Br, C1CCOC1, [Li]CCCC, CCCCCC, [Cl-], COC(=O)Cl, [NH4+], [Na+], O=C([O-])O. Product: CCCCNc1nc(C(F)(F)F)ccc1C#CC(=O)OC. Reaction SMILES: [CH2:1]([CH2:2][CH2:3][CH3:4])[NH:5][c:6]1[n:7][c:8]([C:16]([F:17])([F:18])[F:19])[cH:9][cH:10][c:11]1[CH:12]=[C:13]([Br:14])[Br:15].[CH2:36]1[O:37][CH2:38][CH2:39][CH2:40]1.[CH3:20][CH2:21][CH2:22][CH2:23][Li:24].[CH3:25][CH2:26][CH2:27][CH2:28][CH2:29][CH3:30].[Cl-:46].[Cl:31][C:32](=[O:33])[O:34][CH3:35].[NH4+:47].[Na+:45].[O-:41][C:42]([OH:43])=[O:44]>>[CH2:1]([CH2:2][CH2:3][CH3:4])[NH:5][c:6]1[n:7][c:8]([C:16]([F:17])([F:18])[F:19])[cH:9][cH:10][c:11]1[C:12]#[C:13][C:32](=[O:33])[O:34][CH3:35]. Starting materials: crude mixture, C([O-])([O-])=O.[Na+].[Na+] (sodium carbonate), P(=O)(Cl)(Cl)Cl (phosphorus oxychloride), BrC1=C(SC2=CN=CC=C21)C(=O)N (3-bromothieno[2,3-c]pyridine-2-carboxamide), P(=O)(Cl)(Cl)Cl (phosphorus oxychloride), C(Cl)Cl (DCM). Solvent: C(C)#N (acetonitrile). Conditions: temperature 85 celsius. Product: BrC1=C(SC2=CN=CC=C21)C#N (3-bromothieno[2,3-c]pyridine-2-carbonitrile). The yield is 29.4%. Reaction SMILES: [Br:1][C:2]1[C:10]2[C:5](=[CH:6][N:7]=[CH:8][CH:9]=2)[S:4][C:3]=1[C:11]([NH2:13])=O.P(Cl)(Cl)(Cl)=O.C(=O)([O-])[O-].[Na+].[Na+].C(Cl)Cl>C(#N)C>[Br:1][C:2]1[C:10]2[C:5](=[CH:6][N:7]=[CH:8][CH:9]=2)[S:4][C:3]=1[C:11]#[N:13] |f:2.3.4|. Reported procedure: To a suspension of 3-bromothieno[2,3-c]pyridine-2-carboxamide (750 mg, 2.92 mmol) in acetonitrile (20 mL) was added phosphorus oxychloride (816 μL, 8.75 mmol) and the mixture was heated under N2 for 1 hour at 85° C. The same portion of phosphorus oxychloride was added every hour at 85° C. for a total of 6 h. The crude mixture was poured into saturated aqueous sodium carbonate on ice, to reach pH 7-8. DCM was added. The mixture was filtered to remove inorganic salts and the organic layer was sepa...